Task: describe an organic reaction: reactants, conditions, products, and yield. Dataset: the Open Reaction Database (ORD), a public repository of structured organic reaction records Reactants: O=C([O-])[O-], COC(=O)C(Cc1ccccc1)CN1CCC(C)(c2cccc(OC(C)=O)c2)C(C)C1, CO, [K+], [K+], O. Product: COC(=O)C(Cc1ccccc1)CN1CCC(C)(c2cccc(O)c2)C(C)C1. Reaction SMILES: [C:1](=[O:2])([O-:3])[O-:4].[C:7](=[O:8])([CH3:9])[O:10][c:11]1[cH:12][c:13]([C:17]2([CH3:37])[CH:18]([CH3:36])[CH2:19][N:20]([CH2:23][CH:24]([C:25](=[O:26])[O:27][CH3:28])[CH2:29][c:30]3[cH:31][cH:32][cH:33][cH:34][cH:35]3)[CH2:21][CH2:22]2)[cH:14][cH:15][cH:16]1.[CH3:39][OH:40].[K+:5].[K+:6].[OH2:38]>>[OH:10][c:11]1[cH:12][c:13]([C:17]2([CH3:37])[CH:18]([CH3:36])[CH2:19][N:20]([CH2:23][CH:24]([C:25](=[O:26])[O:27][CH3:28])[CH2:29][c:30]3[cH:31][cH:32][cH:33][cH:34][cH:35]3)[CH2:21][CH2:22]2)[cH:14][cH:15][cH:16]1. Starting materials: Br, CCN1CCOCC1, CCN=C=NCCCN(C)C, CN(C)C=O, Cl, O=C(O)CN1CCCC1, CC(C)CNNC(=O)C(CC(C)C)C(CC=Cc1ccccc1)C(=O)NOC1CCCCO1, On1nnc2ccccc21. Product: CC(C)CNNC(=O)C(CC(C)C)(C(=O)CN1CCCC1)C(CC=Cc1ccccc1)C(=O)NOC1CCCCO1. RXN SMILES: [BrH:1].[CH2:11]([N:12]1[CH2:13][CH2:14][O:15][CH2:16][CH2:17]1)[CH3:18].[CH2:30]([N:31]=[C:32]=[N:33][CH2:34][CH2:35][CH2:36][N:37]([CH3:38])[CH3:39])[CH3:40].[CH3:74][N:75]([CH3:76])[CH:77]=[O:78].[ClH:29].[N:2]1([CH2:7][C:8](=[O:9])[OH:10])[CH2:3][CH2:4][CH2:5][CH2:6]1.[O:41]1[CH:42]([O:47][NH:48][C:49](=[O:50])[CH:51]([CH2:52][CH:53]=[CH:54][c:55]2[cH:56][cH:57][cH:58][cH:59][cH:60]2)[CH:61]([C:62](=[O:63])[NH:64][NH:65][CH2:66][CH:67]([CH3:68])[CH3:69])[CH2:70][CH:71]([CH3:72])[CH3:73])[CH2:43][CH2:44][CH2:45][CH2:46]1.[OH:19][n:20]1[c:21]2[cH:22][cH:23][cH:24][cH:25][c:26]2[n:27][n:28]1>>[N:2]1([CH2:7][C:8](=[O:10])[C:61]([CH:51]([C:49]([NH:48][O:47][CH:42]2[O:41][CH2:46][CH2:45][CH2:44][CH2:43]2)=[O:50])[CH2:52][CH:53]=[CH:54][c:55]2[cH:56][cH:57][cH:58][cH:59][cH:60]2)([C:62](=[O:63])[NH:64][NH:65][CH2:66][CH:67]([CH3:68])[CH3:69])[CH2:70][CH:71]([CH3:72])[CH3:73])[CH2:3][CH2:4][CH2:5][CH2:6]1. The product is CCCn1c(=O)c2c(ncn2CCCCC(C)=O)n(C)c1=O. The reactants are CCCBr, CC(=O)CCCCn1cnc2c1c(=O)[nH]c(=O)n2C, CO, [Na+], [OH-], O, O=S(=O)(O)O. RXN SMILES: [CH2:22]([CH2:23][CH3:24])[Br:25].[CH3:1][n:2]1[c:3](=[O:19])[nH:4][c:5](=[O:18])[c:6]2[n:7]([CH2:11][CH2:12][CH2:13][CH2:14][C:15]([CH3:16])=[O:17])[cH:8][n:9][c:10]12.[CH3:32][OH:33].[Na+:21].[OH-:20].[OH2:31].[S:26](=[O:27])(=[O:28])([OH:29])[OH:30]>>[CH3:1][n:2]1[c:3](=[O:19])[n:4]([CH2:22][CH2:23][CH3:24])[c:5](=[O:18])[c:6]2[n:7]([CH2:11][CH2:12][CH2:13][CH2:14][C:15]([CH3:16])=[O:17])[cH:8][n:9][c:10]12. Starting materials: COP(=O)(OC)N=C=O (dimethoxyphosphoryl isocyanate), C(C)OCC (diethyl ether), C(#N)C1NC1 (2-cyanoaziridine), C(C)OCC (diethyl ether). Run at time 2 hour. The product is COP(=O)(OC)N1C(C1)(C#N)C(N)=O (1-N-Dimethoxyphosphoryl-carbamoyl-2-cyanoaziridine). As a reaction SMILES: [CH3:1][O:2][P:3]([N:7]=[C:8]=O)([O:5][CH3:6])=[O:4].[C:10]([CH:12]1[CH2:14][NH:13]1)#[N:11].C([O:17]CC)C>>[CH3:6][O:5][P:3]([N:7]1[CH2:8][C:12]1([C:14](=[O:17])[NH2:13])[C:10]#[N:11])([O:2][CH3:1])=[O:4]. Procedure: A solution of 3.6 g. dimethoxyphosphoryl isocyanate in 18 ml. anhydrous diethyl ether is added dropwise at 5°-10° C. to a solution of 1.62 g. 2-cyanoaziridine in 36 ml. anhydrous diethyl ether. After stirring for 2 hours in an ice bath, the reaction mixture is allowed to warm to ambient temperature. The precipitated crystals are filtered off with suction and washed with diethyl ether. There is thus obtained 1.85 g. 1-N-dimethoxyphosphoryl-carbamoyl-2-cyanoaziridine; m.p. 72°-76° C. (decomp.).